Dataset: the Open Reaction Database (ORD), a public repository of structured organic reaction records. Task: describe an organic reaction: reactants, conditions, products, and yield The reactants are FC(C(=O)O)(F)F (Trifluoroacetic acid), [N+](=O)([O-])C=1C=CC(=NC1)OC1CCN(CC1)C(=O)OC(C)(C)C (tert-butyl 4-(5-nitropyridin-2-yloxy)piperidine-1-carboxylate). Run in ClCCl (dichloromethane). Run at time 1 hour. The product is [N+](=O)([O-])C=1C=CC(=NC1)OC1CCNCC1 (5-nitro-2-(piperidin-4-yloxy)pyridine). RXN SMILES: FC(F)(F)C(O)=O.[N+:8]([C:11]1[CH:12]=[CH:13][C:14]([O:17][CH:18]2[CH2:23][CH2:22][N:21](C(OC(C)(C)C)=O)[CH2:20][CH2:19]2)=[N:15][CH:16]=1)([O-:10])=[O:9]>ClCCl>[N+:8]([C:11]1[CH:12]=[CH:13][C:14]([O:17][CH:18]2[CH2:23][CH2:22][NH:21][CH2:20][CH2:19]2)=[N:15][CH:16]=1)([O-:10])=[O:9]. Procedure details: Trifluoroacetic acid (5 eq) was added to a solution of tert-butyl 4-(5-nitropyridin-2-yloxy)piperidine-1-carboxylate (1 eq) in dichloromethane, stirring at room temperature for 1 hour. The solvent was then evaporated, the residue brought to pH=10 with sat. aq. Na2CO3 solution and extracted with EtOAc. The organic layer was washed with brine, dried over sodium sulfate and evaporated to afford the product as a light yellow crystalline solid. LC/MS (m/z): 224.3 (MH+), Rt 1.64 minutes Reactants: N[C@H]1C[C@H](N(C1)C(=O)OC(C)(C)C)C(=O)OC ((2S,4S)-1-tert-butyl 2-methyl 4-aminopyrrolidine-1,2-dicarboxylate), C(OCC(Cl)(Cl)Cl)(=O)Cl (2,2,2-trichloroethyl carbonochloridate), CCN(C(C)C)C(C)C (DIPEA), O (water). Run in C(Cl)Cl (CH2Cl2). Conditions: time 2 hour. Yields the product COC(=O)[C@H]1N(C[C@H](C1)NC(=O)OCC(Cl)(Cl)Cl)C(=O)OC(C)(C)C ((2S,4S)-4-(2,2,2-Trichloro-ethoxycarbonylamino)-pyrrolidine-1,2-dicarboxylic acid 1-tert-butyl ester 2-methyl ester). RXN SMILES: [NH2:1][C@@H:2]1[CH2:6][N:5]([C:7]([O:9][C:10]([CH3:13])([CH3:12])[CH3:11])=[O:8])[C@H:4]([C:14]([O:16][CH3:17])=[O:15])[CH2:3]1.[C:18](Cl)(=[O:25])[O:19][CH2:20][C:21]([Cl:24])([Cl:23])[Cl:22].CCN(C(C)C)C(C)C.O>C(Cl)Cl>[CH3:17][O:16][C:14]([C@@H:4]1[CH2:3][C@H:2]([NH:1][C:18]([O:19][CH2:20][C:21]([Cl:24])([Cl:23])[Cl:22])=[O:25])[CH2:6][N:5]1[C:7]([O:9][C:10]([CH3:11])([CH3:12])[CH3:13])=[O:8])=[O:15]. Procedure details: To a solution of (2S,4S)-1-tert-butyl 2-methyl 4-aminopyrrolidine-1,2-dicarboxylate (4.6 g, 10.7 mmol) in CH2Cl2 (100 mL) were added 2,2,2-trichloroethyl carbonochloridate (1.73 mL, 12.88 mmol) and DIPEA (2.81 mL, 16.1 mmol). The reaction mixture was stirred at RT for 2 h then was poured into water. The desired compound was extracted with EtOAc (2×100 mL), the organic phases were joined, washed with 1N HCl then brine, dried over Na2SO4, filtered and concentrated. The crude residue was purified b... The reactants are N1[C@@H](CCC1)CO ((S)-pyrrolidin-2-ylmethanol), NC1=C(C#N)C(=CC=C1)F (2-amino-6-fluoro-benzonitrile). Yields the product NC1=C(C#N)C(=CC=C1)OC[C@H]1NCCC1 ((S)-2-amino-6-(pyrrolidin-2-ylmethoxy)benzonitrile). As a reaction SMILES: [NH:1]1[CH2:5][CH2:4][CH2:3][C@H:2]1[CH2:6][OH:7].[NH2:8][C:9]1[CH:16]=[CH:15][CH:14]=[C:13](F)[C:10]=1[C:11]#[N:12]>>[NH2:8][C:9]1[CH:16]=[CH:15][CH:14]=[C:13]([O:7][CH2:6][C@@H:2]2[CH2:3][CH2:4][CH2:5][NH:1]2)[C:10]=1[C:11]#[N:12]. Reported procedure: Prepared as in Example 24d from (S)-pyrrolidin-2-ylmethanol and 2-amino-6-fluoro-benzonitrile as brown solid (51%). MS 218 (MH+). Reactants: C1COCCOCCOCCOCCO1, CN(Cc1c[nH]c(-c2cccnc2F)c1F)C(=O)OC(C)(C)C, O=S(=O)(Cl)c1cncc(F)c1, [H-], [Na+], C1CCOC1, O. The product is CN(Cc1cn(S(=O)(=O)c2cncc(F)c2)c(-c2cccnc2F)c1F)C(=O)OC(C)(C)C. Reaction SMILES: [CH2:26]1[O:27][CH2:28][CH2:29][O:30][CH2:31][CH2:32][O:33][CH2:34][CH2:35][O:36][CH2:37][CH2:38][O:39][CH2:40]1.[F:3][c:4]1[c:5]([CH2:16][N:17]([C:18]([O:19][C:20]([CH3:21])([CH3:22])[CH3:23])=[O:24])[CH3:25])[cH:6][nH:7][c:8]1-[c:9]1[c:10]([F:15])[n:11][cH:12][cH:13][cH:14]1.[F:41][c:42]1[cH:43][c:44]([S:48](=[O:49])(=[O:50])[Cl:51])[cH:45][n:46][cH:47]1.[H-:1].[Na+:2].[O:52]1[CH2:53][CH2:54][CH2:55][CH2:56]1.[OH2:57]>>[F:3][c:4]1[c:5]([CH2:16][N:17]([C:18]([O:19][C:20]([CH3:21])([CH3:22])[CH3:23])=[O:24])[CH3:25])[cH:6][n:7]([S:48]([c:44]2[cH:43][c:42]([F:41])[cH:47][n:46][cH:45]2)(=[O:49])=[O:50])[c:8]1-[c:9]1[c:10]([F:15])[n:11][cH:12][cH:13][cH:14]1. Starting materials: S(O)(O)(=O)=O (sulfuric acid), C1(=CC=CC=C1)O (phenol), C(CCCCCC(C)C)(=O)O (isononanoic acid), O (water). Run at temperature 110 celsius. Yields the product C(CCCCCC(C)C)(=O)OC1=C(C=CC=C1)S(=O)(=O)O (isononanoyloxybenzenesulfonic acid). RXN SMILES: [C:1]1([OH:7])[CH:6]=[CH:5][CH:4]=[CH:3][CH:2]=1.[S:8](=[O:12])(=O)([OH:10])[OH:9].O.[C:14](O)(=[O:23])[CH2:15][CH2:16][CH2:17][CH2:18][CH2:19][CH:20]([CH3:22])[CH3:21]>>[C:14]([O:7][C:1]1[CH:6]=[CH:5][CH:4]=[CH:3][C:2]=1[S:8]([OH:10])(=[O:12])=[O:9])(=[O:23])[CH2:15][CH2:16][CH2:17][CH2:18][CH2:19][CH:20]([CH3:22])[CH3:21]. Reported procedure: 94 parts by weight of phenol are dissolved in 166 parts by weight of isononanoic acid. 107 parts by weight of 96% sulfuric acid are then added to this solution and the mixture is heated for 30 minutes to 100° to 110° C. The water of reaction is then largely distilled off under reduced pressure (20 mm) within 30 minutes. After cooling, 134 parts by weight of thionylchloride are added dropwise at 45° to 50° C., with addition of an antifoam. The mixture is stirred for one further hour. This gives a... The reactants are C([O-])([O-])=O.[Cs+].[Cs+] (cesium carbonate), C(C)C1(C2=CC(=CC=C2C=2C=CC(=CC12)N(C1=CC=CC=C1)C1=CC=CC=C1)Br)CC (9,9-diethyl-N,N-diphenyl-7-bromo-2-fluoreneamine), O1C=NC2=C1C=CC=C2 (benzoxazole), [I-] (iodide), C1(=CC=CC=C1)P(C1=CC=CC=C1)C1=CC=CC=C1 (triphenyl phosphine), C1(=CC=CC=C1)C=1OC2=C(N1)C=CC=C2 (2-phenyl benzoxazole). Reagents/catalysts: [Cu] (copper), C(C)(=O)[O-].[Pd+2].C(C)(=O)[O-] (palladium (II) acetate). Solvent: C1(=CC=CC=C1)C (toluene), CN(C)C=O (DMF). Run at time 18 hour. The product is C(C)C1(C2=CC(=CC=C2C=2C=CC(=CC12)N(C1=CC=CC=C1)C1=CC=CC=C1)C=1NC2=C(C1)C=CC=C2)CC (9,9-Diethyl-N, N-diphenyl-7-(2-benzoazolyl)-2-fluoreneamine). The yield is 65.0%. Reaction SMILES: C(=O)([O-])[O-].[Cs+].[Cs+].[CH2:7]([C:9]1([CH2:36][CH3:37])[C:21]2[CH:20]=[C:19]([N:22]([C:29]3[CH:34]=[CH:33][CH:32]=[CH:31][CH:30]=3)[C:23]3[CH:28]=[CH:27][CH:26]=[CH:25][CH:24]=3)[CH:18]=[CH:17][C:16]=2[C:15]2[C:10]1=[CH:11][C:12](Br)=[CH:13][CH:14]=2)[CH3:8].O1C2C=CC=CC=2N=C1.[I-].C1(P(C2C=CC=CC=2)C2C=CC=CC=2)C=CC=CC=1.[C:67]1([C:73]2O[C:75]3[CH:81]=[CH:80][CH:79]=[CH:78][C:76]=3[N:77]=2)C=CC=CC=1>C1(C)C=CC=CC=1.[Cu].C([O-])(=O)C.[Pd+2].C([O-])(=O)C.CN(C=O)C>[CH2:7]([C:9]1([CH2:36][CH3:37])[C:21]2[CH:20]=[C:19]([N:22]([C:29]3[CH:34]=[CH:33][CH:32]=[CH:31][CH:30]=3)[C:23]3[CH:28]=[CH:27][CH:26]=[CH:25][CH:24]=3)[CH:18]=[CH:17][C:16]=2[C:15]2[C:10]1=[CH:11][C:12]([C:73]1[NH:77][C:76]3[CH:75]=[CH:81][CH:80]=[CH:79][C:78]=3[CH:67]=1)=[CH:13][CH:14]=2)[CH3:8] |f:0.1.2,10.11.12|. Procedure details: A mixture of cesium carbonate (6.5 g. 20 mmol, dried at 190° C. under 1 mm), 9,9-diethyl-N,N-diphenyl-7-bromo-2-fluoreneamine (7.4 g., 16 mmol), benzoxazole (2.4 g., 20 mmol), copper(l) iodide (0.38 g., 2 mmol), palladium (II) acetate (0.075 g., 0.334 mmol), triphenyl phosphine (0.15 g., 0.6 mmol) and DMF (30 ml) was kept at 115° C. for 18 hours under an atmosphere of nitrogen, then cooled, diluted with toluene and filtered. The filtrate was washed with water, dried and concentrated. The residue...